Dataset: the Open Reaction Database (ORD), a public repository of structured organic reaction records. Task: describe an organic reaction: reactants, conditions, products, and yield Starting materials: CN(/C=C/C(=O)C1=CC=C(C=C1)Cl)C ((2E)-3-(dimethylamino)-1-(4-chlorophenyl)prop-2-en-1-one), [N+](=O)(O)[O-].C(N)(=N)NC1=CC=C(C(=O)N)C=C1 (4-(amidinoamino)benzamide nitrate), C([O-])([O-])=O.[K+].[K+] (potassium carbonate). Run in C(C)O (ethanol). Product: ClC1=CC=C(C=C1)C1=CC(=NC=C1)NC1=CC=C(C(=O)N)C=C1 (4-{(4-(4-Chlorophenyl)pyridin-2-yl)amino}benzamide). As a reaction SMILES: CN(C)/[CH:3]=[CH:4]/[C:5]([C:7]1[CH:12]=[CH:11][C:10]([Cl:13])=[CH:9][CH:8]=1)=O.[N+]([O-])(O)=O.[C:19]([NH:22][C:23]1[CH:31]=[CH:30][C:26]([C:27]([NH2:29])=[O:28])=[CH:25][CH:24]=1)(=[NH:21])N.[C:32](=O)([O-])[O-].[K+].[K+]>C(O)C>[Cl:13][C:10]1[CH:11]=[CH:12][C:7]([C:5]2[CH:4]=[CH:3][N:21]=[C:19]([NH:22][C:23]3[CH:24]=[CH:25][C:26]([C:27]([NH2:29])=[O:28])=[CH:30][CH:31]=3)[CH:32]=2)=[CH:8][CH:9]=1 |f:1.2,3.4.5|. Procedure details: To a solution of (2E)-3-(dimethylamino)-1-(4-chlorophenyl)prop-2-en-1-one (0.10 g, 0.48 mmol), 4-(amidinoamino)benzamide nitrate (0.116 g, 0.48 mmol), and potassium carbonate (0.132 g, 0.96 mmol) in ethanol (10 ml) with was heated to 120° C. overnight in a sealed vessel. The reaction mixture was cooled to room temperature and the resulting solid was collected then washed with ethanol, water, and diethyl ether to provide the title compound as a beige solid, identical in all respects with the comp... The reactants are NC=1C=NC2=CC(=C(C=C2C1)OC)OC (3-amino-6,7-dimethoxyquinoline), CC(C=O)(CO)C (2,2-dimethyl-3-hydroxypropionaldehyde). The solvent is CO (MeOH). Product: COC=1C=C2C=C(C=NC2=CC1OC)NCC(CO)(C)C (3-(6,7-Dimethoxyquinolin-3-yl-amino)-2,2-dimethyl-propan-1-ol). The yield is 21.5%. RXN SMILES: [NH2:1][C:2]1[CH:3]=[N:4][C:5]2[C:10]([CH:11]=1)=[CH:9][C:8]([O:12][CH3:13])=[C:7]([O:14][CH3:15])[CH:6]=2.[CH3:16][C:17]([CH3:22])([CH2:20]O)[CH:18]=[O:19]>CO>[CH3:13][O:12][C:8]1[CH:9]=[C:10]2[C:5](=[CH:6][C:7]=1[O:14][CH3:15])[N:4]=[CH:3][C:2]([NH:1][CH2:16][C:17]([CH3:22])([CH3:20])[CH2:18][OH:19])=[CH:11]2. Procedure: The reaction is run similar to the preparation in Example 11. To a MeOH solution of 4 Å powdered molecular sieves (0.35 g) under argon is added 3-amino-6,7-dimethoxyquinoline (0.32 g, 1.6 mmol) and 2,2-dimethyl-3-hydroxypropionaldehyde (0.19 g, 1.9 mmol). The product mixture is chromatographed (3% MeOH/CHCl3) to afford 0.10 g of material which is partitioned between CH2Cl2/10% NaOH. The organic layer is washed with 10% NaOH, H2O, and brine, then dried (MgSO4), and recrystallized from EtOAc/hexan... Starting materials: CCOC(=O)c1nc(-c2ccc(Cl)cc2Cl)n(-c2ccc(OCc3ccccc3)cc2)c1C, CO, Cl, [K+], [OH-], O. Yields the product Cc1c(C(=O)O)nc(-c2ccc(Cl)cc2Cl)n1-c1ccc(OCc2ccccc2)cc1. As a reaction SMILES: [CH2:1]([CH3:2])[O:3][C:4](=[O:5])[c:6]1[n:7][c:8](-[c:26]2[c:27]([Cl:33])[cH:28][c:29]([Cl:32])[cH:30][cH:31]2)[n:9](-[c:12]2[cH:13][cH:14][c:15]([O:18][CH2:19][c:20]3[cH:21][cH:22][cH:23][cH:24][cH:25]3)[cH:16][cH:17]2)[c:10]1[CH3:11].[CH3:37][OH:38].[ClH:36].[K+:35].[OH-:34].[OH2:39]>>[O:3]=[C:4]([OH:5])[c:6]1[n:7][c:8](-[c:26]2[c:27]([Cl:33])[cH:28][c:29]([Cl:32])[cH:30][cH:31]2)[n:9](-[c:12]2[cH:13][cH:14][c:15]([O:18][CH2:19][c:20]3[cH:21][cH:22][cH:23][cH:24][cH:25]3)[cH:16][cH:17]2)[c:10]1[CH3:11]. The reactants are FC(S(=O)(=O)O[Si](C(C)C)(C(C)C)C(C)C)(F)F (Triisopropylsilyl trifluoromethane sulfonate), O1CCCC1 (Tetrahydrofuran), C(CC(C)C)(=O)OCC (ethyl isovalerate), C[Si](C)(C)[N-][Si](C)(C)C.[Li+] (lithium bis (trimethylsilyl) amide). The solvent is CN1C(N(CCC1)C)=O (1,3-dimethyl-3,4,5,6-tetrahydro 2 (1H)-pyrimidinone). Conditions: temperature -70 celsius, time 0.5 hour. The product is C(C)OC(=CC(C)C)O[Si](C(C)C)(C(C)C)C(C)C ((1-Ethoxy-3-methyl-but-1-enyloxy)-triisopropyl-silane). RXN SMILES: O1CCCC1.C[Si]([N-][Si](C)(C)C)(C)C.[Li+].[C:16]([O:22][CH2:23][CH3:24])(=[O:21])[CH2:17][CH:18]([CH3:20])[CH3:19].FC(F)(F)S(O[Si:31]([CH:38]([CH3:40])[CH3:39])([CH:35]([CH3:37])[CH3:36])[CH:32]([CH3:34])[CH3:33])(=O)=O>CN1CCCN(C)C1=O>[CH2:23]([O:22][C:16]([O:21][Si:31]([CH:38]([CH3:40])[CH3:39])([CH:35]([CH3:37])[CH3:36])[CH:32]([CH3:34])[CH3:33])=[CH:17][CH:18]([CH3:20])[CH3:19])[CH3:24] |f:1.2|. Procedure details: Tetrahydrofuran (100 ml) and 1,3-dimethyl-3,4,5,6-tetrahydro 2 (1H)-pyrimidinone (140 ml) were mixed at −20° C. and lithium bis (trimethylsilyl) amide (1M in tetrahydrofuran, 100 ml) was added. The mixture was cooled to −70° C., ethyl isovalerate (18.75 ml) added and stirred for ½ hour at −70° C. Triisopropylsilyl trifluoromethane sulfonate was added and the mixture left to stir at −75° C. for ½ hour before warming to room temperature and stirring for 3 hours. The reaction mixture was quenched w... Starting materials: [Br-], Cc1cccc(Br)n1, CCOCC, CCOCC, [Cl-], [NH4+], Cl[Ni]Cl, c1ccc(P(CCCP(c2ccccc2)c2ccccc2)c2ccccc2)cc1, [Mg+]c1ccccc1. Product: Cc1cccc(-c2ccccc2)n1. As a reaction SMILES: [Br-:6].[Br:14][c:15]1[n:16][c:17]([CH3:21])[cH:18][cH:19][cH:20]1.[CH2:1]([O:2][CH2:3][CH3:4])[CH3:5].[CH3:56][CH2:57][O:58][CH2:59][CH3:60].[Cl-:22].[NH4+:23].[Ni:24]([Cl:25])[Cl:26].[c:27]1([P:28]([c:29]2[cH:30][cH:31][cH:32][cH:33][cH:34]2)[CH2:35][CH2:36][CH2:37][P:38]([c:39]2[cH:40][cH:41][cH:42][cH:43][cH:44]2)[c:45]2[cH:46][cH:47][cH:48][cH:49][cH:50]2)[cH:51][cH:52][cH:53][cH:54][cH:55]1.[c:7]1([Mg+:13])[cH:8][cH:9][cH:10][cH:11][cH:12]1>>[c:7]1(-[c:15]2[n:16][c:17]([CH3:21])[cH:18][cH:19][cH:20]2)[cH:8][cH:9][cH:10][cH:11][cH:12]1. Starting materials: E1, amine, C(C=C)Br (allyl bromide), FC=1C=C(C=C(C1)F)C1(CNCC1)O (3-(3,5-difluorophenyl)-pyrrolidin-3-ol), C([O-])([O-])=O.[K+].[K+] (potassium carbonate), C(C(=O)O)(=O)O (oxalic acid). The solvent is C(C)#N (acetonitrile), CO (methanol). Product: C(C=C)N1CC(CC1)(O)C1=CC(=CC(=C1)F)F ((+)-1-ALLYL-3-(3,5-DIFLUOROPHENYL)PYRROLIDIN-3-OL). RXN SMILES: [F:1][C:2]1[CH:3]=[C:4]([C:9]2([OH:14])[CH2:13][CH2:12][NH:11][CH2:10]2)[CH:5]=[C:6]([F:8])[CH:7]=1.C(=O)([O-])[O-].[K+].[K+].[CH2:21](Br)[CH:22]=[CH2:23].C(O)(=O)C(O)=O>CO.C(#N)C>[CH2:23]([N:11]1[CH2:12][CH2:13][C:9]([C:4]2[CH:5]=[C:6]([F:8])[CH:7]=[C:2]([F:1])[CH:3]=2)([OH:14])[CH2:10]1)[CH:22]=[CH2:21] |f:1.2.3|. Reported procedure: Preparation according to Example 51: Enantiomer E1 of 3-(3,5-difluorophenyl)-pyrrolidin-3-ol (0.18 g, 0.92 mmol), acetonitrile (6 mL), potassium carbonate (0.25 g, 1.84 mmol) and allyl bromide (0.077 mL, 0.92 mmol). Flash chromatography on silica gel (ethyl acetate/methanol, 10:1). Yield: 0.1 g. [α]D=+22.4° (methanol). The amine was converted to the oxalic acid salt and recrystallized from methanol/diisopropyl ether: M.p. 104-105° C.; MS m/z (relative intensity, 70 eV) 239 (M+, 40), 83 (bp), 198... The reactants are Cl, [Li+], COC(=O)c1ccc(CN2C(=O)C3(COc4cc5c(cc43)OCCO5)c3ccccc32)o1, C1CCOC1, [OH-], O. The product is O=C(O)c1ccc(CN2C(=O)C3(COc4cc5c(cc43)OCCO5)c3ccccc32)o1. Reaction SMILES: [ClH:35].[Li+:33].[O:1]=[C:2]1[N:3]([CH2:23][c:24]2[cH:25][cH:26][c:27]([C:29](=[O:30])[O:31][CH3:32])[o:28]2)[c:4]2[cH:5][cH:6][cH:7][cH:8][c:9]2[C:10]12[CH2:11][O:12][c:13]1[cH:14][c:15]3[c:16]([cH:21][c:22]12)[O:17][CH2:18][CH2:19][O:20]3.[O:36]1[CH2:37][CH2:38][CH2:39][CH2:40]1.[OH-:34].[OH2:41]>>[O:1]=[C:2]1[N:3]([CH2:23][c:24]2[cH:25][cH:26][c:27]([C:29](=[O:30])[OH:31])[o:28]2)[c:4]2[cH:5][cH:6][cH:7][cH:8][c:9]2[C:10]12[CH2:11][O:12][c:13]1[cH:14][c:15]3[c:16]([cH:21][c:22]12)[O:17][CH2:18][CH2:19][O:20]3.